From a dataset of the Open Reaction Database (ORD), a public repository of structured organic reaction records. describe an organic reaction: reactants, conditions, products, and yield The reactants are [BH4-].[Na+] (Sodium borohydride), O=C(CCC=1C=C2C(=CNC2=CC1)C[C@@H]1NCCC1)C (5-(3-Oxo-1-butyl)-3-(2(R)-pyrrolidinylmethyl)-1H-indole), Cl (hydrochloric acid). The solvent is C(C)O (ethanol). Conditions: time 18 hour. Product: OC(CCC=1C=C2C(=CNC2=CC1)C[C@@H]1NCCC1)C (5-(3-Hydroxy-1-butyl)-3-(2(R)-pvrrolidinylmethyl)-1H-indole). Reaction SMILES: [BH4-].[Na+].[O:3]=[C:4]([CH3:22])[CH2:5][CH2:6][C:7]1[CH:8]=[C:9]2[C:13](=[CH:14][CH:15]=1)[NH:12][CH:11]=[C:10]2[CH2:16][C@H:17]1[CH2:21][CH2:20][CH2:19][NH:18]1.Cl>C(O)C>[OH:3][CH:4]([CH3:22])[CH2:5][CH2:6][C:7]1[CH:8]=[C:9]2[C:13](=[CH:14][CH:15]=1)[NH:12][CH:11]=[C:10]2[CH2:16][C@H:17]1[CH2:21][CH2:20][CH2:19][NH:18]1 |f:0.1|. Procedure details: Sodium borohydride (423 mg, 11 mol) was added portion-wise over 20 minutes at room temperature, under nitrogen, to a stirred solution of the title compound of Example 37 (1.34 g, 5 mmol) in ethanol (50 ml), then stirring continued for 18 hours. The pH of the resulting reaction mixture was adjusted to 2 with 2N hydrochloric acid, then to 8 with solid sodium carbonate, and the volume reduced to about half by evaporation under reduced pressure, before partitioning between ethyl acetate and water wa...